This data is from the Open Reaction Database (ORD), a public repository of structured organic reaction records. The task is: describe an organic reaction: reactants, conditions, products, and yield Starting materials: NaH2PO4, OO (H2O2), solution, ice water, [O-]Cl=O.[Na+] (NaClO2), CC1=C(C(=CC=C1)C1=CC(=CC(=C1)C)C)C=O (3,3′,5′-Trimethyl-biphenyl-carbaldehyde). Reagents/catalysts: [O-]S(=O)[O-].[Na+].[Na+] (Na2SO3). The solvent is C(C)#N (acetonitrile). Reaction conditions: time 3.5 hour. The product is CC1=C(C(=CC=C1)C1=CC(=CC(=C1)C)C)C(=O)O (3,3′,5′-Trimethyl-biphenyl-carboxylic Acid). The yield is 106.8%. As a reaction SMILES: [CH3:1][C:2]1[CH:7]=[CH:6][CH:5]=[C:4]([C:8]2[CH:13]=[C:12]([CH3:14])[CH:11]=[C:10]([CH3:15])[CH:9]=2)[C:3]=1[CH:16]=[O:17].OO.[O-:20]Cl=O.[Na+]>C(#N)C.[O-]S([O-])=O.[Na+].[Na+]>[CH3:1][C:2]1[CH:7]=[CH:6][CH:5]=[C:4]([C:8]2[CH:9]=[C:10]([CH3:15])[CH:11]=[C:12]([CH3:14])[CH:13]=2)[C:3]=1[C:16]([OH:20])=[O:17] |f:2.3,5.6.7|. Procedure details: The aldehyde 51 (2.75 g, 11.5 mmol) was dissolved in acetonitrile (18 ml, technical grade). NaH2PO4 (0.453 g, dissolved in 5.5 ml H2O) and H2O2 (1.93 ml of a 30% solution) was added. The reaction mixture was cooled to 0° C. (with ice/water) and NaClO2 (2.2 g, dissolved in 19 ml water) was added within 60 min via a syringe. The solution was allowed to warm to ambient temperature and was stirred for additional 3.5 h. Then Na2SO3 (100 mg) was added, stirred for 5 min. After treatment with HCl (50 m...